From a dataset of the Open Reaction Database (ORD), a public repository of structured organic reaction records. describe an organic reaction: reactants, conditions, products, and yield The reactants are [Cl-].[NH4+] (ammonium chloride), O (water), C(C)(=O)OCC (ethyl acetate), C(C)N(C(CC1=C(C(=CC=C1)OC1=C(C=CC=C1)F)[N+](=O)[O-])=O)CC (N,N-diethyl-2-[2-nitro-3-(2-fluorophenoxy)phenyl]acetamide). Reagents/catalysts: [Fe] (iron). Run in C(C)O (ethanol), C(C)O (ethanol). The product is C(C)N(C(CC1=C(C(=CC=C1)OC1=C(C=CC=C1)F)N)=O)CC (N,N-diethyl-2-[2-amino-3-(2-fluorophenoxy)phenyl]acetamide). Isolated yield 98.7%. As a reaction SMILES: [Cl-].[NH4+].O.[CH2:4]([N:6]([CH2:27][CH3:28])[C:7](=[O:26])[CH2:8][C:9]1[CH:14]=[CH:13][CH:12]=[C:11]([O:15][C:16]2[CH:21]=[CH:20][CH:19]=[CH:18][C:17]=2[F:22])[C:10]=1[N+:23]([O-])=O)[CH3:5].C(OCC)(=O)C>C(O)C.[Fe]>[CH2:27]([N:6]([CH2:4][CH3:5])[C:7](=[O:26])[CH2:8][C:9]1[CH:14]=[CH:13][CH:12]=[C:11]([O:15][C:16]2[CH:21]=[CH:20][CH:19]=[CH:18][C:17]=2[F:22])[C:10]=1[NH2:23])[CH3:28] |f:0.1|. Procedure details: A mixture of iron powder (5 g.), ammonium chloride (0.5 g.), ethanol (40 ml.) and water (20 ml.) and a solution of N,N-diethyl-2-[2-nitro-3-(2-fluorophenoxy)phenyl]acetamide (5.1 g.) in ethanol (5 ml.) were treated in a similar manner to that of Example 1-(1) [extraction solvent: ethyl acetate] to give oily N,N-diethyl-2-[2-amino-3-(2-fluorophenoxy)phenyl]acetamide (4.6 g.). This substance was dissolved in a mixture of methanol and hydrochloric acid. The solution was evaporated and the residue w...